This data is from the Open Reaction Database (ORD), a public repository of structured organic reaction records. The task is: describe an organic reaction: reactants, conditions, products, and yield The reactants are [H-].[Al+3].[Li+].[H-].[H-].[H-] (lithium aluminum hydride), N1(CCOCC1)CC1=CC=C(C#N)C=C1 (4-(morpholin-4-ylmethyl)-benzonitrile), [OH-].[Na+] (NaOH). Run in O (water), C1CCOC1 (THF), C1CCOC1 (THF), O (water), C(C)OCC (diethyl ether). Run at temperature 0 celsius, time 8 hour. Product: N1(CCOCC1)CC1=CC=C(CN)C=C1 (4-(Morpholin-4-ylmethyl)-benzylamine). The yield is 91.7%. Reaction SMILES: [H-].[Al+3].[Li+].[H-].[H-].[H-].[N:7]1([CH2:13][C:14]2[CH:21]=[CH:20][C:17]([C:18]#[N:19])=[CH:16][CH:15]=2)[CH2:12][CH2:11][O:10][CH2:9][CH2:8]1.[OH-].[Na+]>C1COCC1.O.C(OCC)C>[N:7]1([CH2:13][C:14]2[CH:21]=[CH:20][C:17]([CH2:18][NH2:19])=[CH:16][CH:15]=2)[CH2:12][CH2:11][O:10][CH2:9][CH2:8]1 |f:0.1.2.3.4.5,7.8|. Procedure details: Under a nitrogen atmosphere, add lithium aluminum hydride (1.13 g, 29.7 mmol) to THF (50 mL) at 0° C. followed by a solution of 4-(morpholin-4-ylmethyl)-benzonitrile (2 g, 9.89 mmol) in THF (10 mL). Stir at 0° C. for 1 h and at room temperature overnight. Cool the mixture to 0° C., and carefully add water (1.15 mL). Add diethyl ether (125 mL), 3N aqueous NaOH (1.15 mL), water (3.45 mL), and stir for 1 h at room temperature. Filter the solid residue and concentrate the filtrate in vacuo to obtain... Reactants: C1=CC=C2C(=C1)C(=O)C3=C(C2=O)C(=O)C=CC3=O (Quinizarinquinone), C=CC(=C)Cl (chloroprene). The solvent is C(C)(=O)O (acetic acid), CCOCC (ether). Conditions: time 2.5 day. Yields the product ClC1=CCC2C(C=3C(C=4C=CC=CC4C(C3C(C2C1)=O)=O)=O)=O (9-Chloro-6a,7,10,10a-tetrahydro-5,6,11,12-naphthacenetetraone). Yield: 72.0%. RXN SMILES: [CH:1]1[CH:6]=[C:5]2[C:7]([C:9]3[C:17](=[O:18])[CH:16]=[CH:15][C:13](=[O:14])[C:10]=3[C:11](=[O:12])[C:4]2=[CH:3][CH:2]=1)=[O:8].[CH2:19]=[CH:20][C:21]([Cl:23])=[CH2:22]>C(O)(=O)C.CCOCC>[Cl:23][C:21]1[CH2:22][CH:16]2[CH:15]([C:13](=[O:14])[C:10]3[C:11](=[O:12])[C:4]4[CH:3]=[CH:2][CH:1]=[CH:6][C:5]=4[C:7](=[O:8])[C:9]=3[C:17]2=[O:18])[CH2:19][CH:20]=1. Procedure: Quinizarinquinone (I) (1.0 g, 4.2 mmol) and chloroprene (1.12 g, 12.6 mmol) were dissolved in acetic acid (6 ml, glacial) and stirred at ambient temperature under nitrogen for 2.5 days. The reaction mixture was then diluted with ether (25 ml), the reaction mixture filtered, the retained precipitate washed with ether and dried under reduced pressure in the presence of phosphorus pentoxide to yield 9-chloro-6a,7,10,10atetrahydro-5,6,11,12-naphthacenetetraone (II) (988 mg, 72%). Recrystalization (c... Reactants: C1(CCCC1)C(=O)C1=C(C=CC(=C1)C)NC(=O)NC=1SC=C(N1)CC=O (1-(2-Cyclopentanecarbonyl-4-methyl-phenyl)-3-[4-(2-oxo-ethyl)-thiazol-2-yl]-urea), C(=O)(OCC)C=P(C1=CC=CC=C1)(C1=CC=CC=C1)C1=CC=CC=C1 ((carbethoxymethylene)-triphenylphosphorane). Product: C(C)OC(C=CCC=1N=C(SC1)NC(=O)NC1=C(C=C(C=C1)C)C(=O)C1CCCC1)=O (4-{2-[3-(2-Cyclopentanecarbonyl-4-methyl-phenyl)-ureido]-thiazol-4-yl}-but-2-enoic acid ethyl ester). Isolated yield 41.9%. RXN SMILES: [CH:1]1([C:6]([C:8]2[CH:13]=[C:12]([CH3:14])[CH:11]=[CH:10][C:9]=2[NH:15][C:16]([NH:18][C:19]2[S:20][CH:21]=[C:22]([CH2:24][CH:25]=O)[N:23]=2)=[O:17])=[O:7])[CH2:5][CH2:4][CH2:3][CH2:2]1.[C:27]([CH:32]=P(C1C=CC=CC=1)(C1C=CC=CC=1)C1C=CC=CC=1)([O:29][CH2:30][CH3:31])=[O:28]>>[CH2:30]([O:29][C:27](=[O:28])[CH:32]=[CH:25][CH2:24][C:22]1[N:23]=[C:19]([NH:18][C:16]([NH:15][C:9]2[CH:10]=[CH:11][C:12]([CH3:14])=[CH:13][C:8]=2[C:6]([CH:1]2[CH2:5][CH2:4][CH2:3][CH2:2]2)=[O:7])=[O:17])[S:20][CH:21]=1)[CH3:31]. Procedure: 4-{2-[3-(2-Cyclopentanecarbonyl-4-methyl-phenyl)-ureido]-thiazol-4-yl}-but-2-enoic acid ethyl ester (50 mg, 42%) was prepared from 1-(2-Cyclopentanecarbonyl-4-methyl-phenyl)-3-[4-(2-oxo-ethyl)-thiazol-2-yl]-urea (0.10 g, 0.27 mmol) and (carbethoxymethylene)-triphenylphosphorane (0.09 g, 0.27 mmol) following the general procedure X. Reactants: O=C(O)C=Cc1ccc(C(F)(F)F)cc1, CC(F)(F)CCCCn1ccc(N)n1. Product: CC(F)(F)CCCCn1ccc(NC(=O)C=Cc2ccc(C(F)(F)F)cc2)n1. As a reaction SMILES: [F:15][C:16]([c:17]1[cH:18][cH:19][c:20]([CH:23]=[CH:24][C:25](=[O:26])[OH:27])[cH:21][cH:22]1)([F:28])[F:29].[F:1][C:2]([CH2:3][CH2:4][CH2:5][CH2:6][n:7]1[n:8][c:9]([NH2:12])[cH:10][cH:11]1)([CH3:13])[F:14]>>[F:1][C:2]([CH2:3][CH2:4][CH2:5][CH2:6][n:7]1[n:8][c:9]([NH:12][C:25]([CH:24]=[CH:23][c:20]2[cH:19][cH:18][c:17]([C:16]([F:15])([F:28])[F:29])[cH:22][cH:21]2)=[O:26])[cH:10][cH:11]1)([CH3:13])[F:14]. The reactants are OC(CNC(OC(C)(C)C)=O)C1CCN(CC1)CC1=CC=CC=C1 (1,1-dimethylethyl {2-hydroxy-2-[1-(phenylmethyl)-4-piperidinyl]ethyl}carbamate). Reagents/catalysts: [OH-].[OH-].[Pd+2] (Pd(OH)2). Conditions: time 12 hour. The product is OC(CNC(OC(C)(C)C)=O)C1CCNCC1 (1,1-dimethylethyl [2-hydroxy-2-(4-piperidinyl)ethyl]carbamate). As a reaction SMILES: [OH:1][CH:2]([CH:12]1[CH2:17][CH2:16][N:15](CC2C=CC=CC=2)[CH2:14][CH2:13]1)[CH2:3][NH:4][C:5](=[O:11])[O:6][C:7]([CH3:10])([CH3:9])[CH3:8]>[OH-].[OH-].[Pd+2]>[OH:1][CH:2]([CH:12]1[CH2:13][CH2:14][NH:15][CH2:16][CH2:17]1)[CH2:3][NH:4][C:5](=[O:11])[O:6][C:7]([CH3:10])([CH3:9])[CH3:8] |f:1.2.3|. Procedure: A solution of 1,1-dimethylethyl {2-hydroxy-2-[1-(phenylmethyl)-4-piperidinyl]ethyl}carbamate (2 g, 5.97 mmol) and Pd(OH)2 (1.2 g, 60 wt %) in ETOH (30 mL) was hydrogenated at 60 psi using a Parr Shaker. After 12 h, the solution was filtered through Celite® and concentrated affording the title compound as a yellow oil which was used directly without further purification: LCMS (ES) m/e 245 (M+H)+. Starting materials: Cc1ccccc1, Cn1ccc(-c2ccc(F)cc2)c1-c1ccc(F)cc1, O=C(C(F)(F)F)C(F)(F)F, O, O, O. The product is Cn1c(C(O)(C(F)(F)F)C(F)(F)F)cc(-c2ccc(F)cc2)c1-c1ccc(F)cc1. RXN SMILES: [CH3:34][c:35]1[cH:36][cH:37][cH:38][cH:39][cH:40]1.[F:1][c:2]1[cH:3][cH:4][c:5](-[c:8]2[n:9]([CH3:20])[cH:10][cH:11][c:12]2-[c:13]2[cH:14][cH:15][c:16]([F:19])[cH:17][cH:18]2)[cH:6][cH:7]1.[F:24][C:25]([C:26](=[O:27])[C:28]([F:29])([F:30])[F:31])([F:32])[F:33].[OH2:21].[OH2:22].[OH2:23]>>[F:1][c:2]1[cH:3][cH:4][c:5](-[c:8]2[n:9]([CH3:20])[c:10]([C:26]([C:25]([F:24])([F:32])[F:33])([OH:27])[C:28]([F:29])([F:30])[F:31])[cH:11][c:12]2-[c:13]2[cH:14][cH:15][c:16]([F:19])[cH:17][cH:18]2)[cH:6][cH:7]1.